From a dataset of the Open Reaction Database (ORD), a public repository of structured organic reaction records. describe an organic reaction: reactants, conditions, products, and yield Starting materials: [OH-].[Na+] (sodium hydroxide), C(C)OC(=O)C=1N=C2N(C=CC=C2C(=O)OCC)C1 (Ethyl 2-ethoxycarbonylimidazo[1,2-a]pyridine-8-carboxylate), ice water, [N+](=O)(O)[O-] (nitric acid). Solvent: S(O)(O)(=O)=O (sulfuric acid). Reaction conditions: time 30 minute. The product is C(C)OC(=O)C=1N=C2N(C=CC=C2C(=O)OCC)C1[N+](=O)[O-] (ethyl 2-ethoxycarbonyl-3-nitro-imidazo[1,2-a]pyridine-8-carboxylate). Isolated yield 53.8%. RXN SMILES: [CH2:1]([O:3][C:4]([C:6]1[N:7]=[C:8]2[C:13]([C:14]([O:16][CH2:17][CH3:18])=[O:15])=[CH:12][CH:11]=[CH:10][N:9]2[CH:19]=1)=[O:5])[CH3:2].[N+:20]([O-])([OH:22])=[O:21].[OH-].[Na+]>S(=O)(=O)(O)O>[CH2:1]([O:3][C:4]([C:6]1[N:7]=[C:8]2[C:13]([C:14]([O:16][CH2:17][CH3:18])=[O:15])=[CH:12][CH:11]=[CH:10][N:9]2[C:19]=1[N+:20]([O-:22])=[O:21])=[O:5])[CH3:2] |f:2.3|. Procedure: Ethyl 2-ethoxycarbonylimidazo[1,2-a]pyridine-8-carboxylate (3.8 g, 14.5 m mol) was dissolved in conc. sulfuric acid (10 ml), and to the solution was slowly added 70% nitric acid (1.5 ml) at 10° C. The mixture was stirred at room temperature for 30 minutes, poured into ice water and adjusted to pH 7 by adding 20% sodium hydroxide. The precipitated crystals were filtered to obtain ethyl 2-ethoxycarbonyl-3-nitro-imidazo[1,2-a]pyridine-8-carboxylate (2.4 g, yield 53.8%) as crystals of m.p. 139°-140°... Reactants: C#CCCC(=O)OC, CCN(C(C)C)C(C)C, [Cl-], [Cu]I, CC1(C)CC(=C(c2ccc(O)cc2)c2ccc(I)cc2)CC(C)(C)C1, [NH4+], CN(C)C=O, O, Cl[Pd]Cl, c1ccc(P(c2ccccc2)c2ccccc2)cc1, c1ccc(P(c2ccccc2)c2ccccc2)cc1. The product is COC(=O)CCC#Cc1ccc(C(=C2CC(C)(C)CC(C)(C)C2)c2ccc(O)cc2)cc1. RXN SMILES: [C:35]([CH2:36][CH2:37][C:38]#[CH:39])(=[O:40])[O:41][CH3:42].[CH:26]([N:27]([CH2:28][CH3:29])[CH:30]([CH3:31])[CH3:32])([CH3:33])[CH3:34].[Cl-:43].[Cu:91][I:92].[I:1][c:2]1[cH:3][cH:4][c:5]([C:8]([c:9]2[cH:10][cH:11][c:12]([OH:15])[cH:13][cH:14]2)=[C:16]2[CH2:17][C:18]([CH3:24])([CH3:25])[CH2:19][C:20]([CH3:22])([CH3:23])[CH2:21]2)[cH:6][cH:7]1.[NH4+:44].[O:45]=[CH:46][N:47]([CH3:48])[CH3:49].[OH2:93].[Pd:50]([Cl:51])[Cl:52].[c:53]1([P:54]([c:55]2[cH:56][cH:57][cH:58][cH:59][cH:60]2)[c:61]2[cH:62][cH:63][cH:64][cH:65][cH:66]2)[cH:67][cH:68][cH:69][cH:70][cH:71]1.[c:72]1([P:73]([c:74]2[cH:75][cH:76][cH:77][cH:78][cH:79]2)[c:80]2[cH:81][cH:82][cH:83][cH:84][cH:85]2)[cH:86][cH:87][cH:88][cH:89][cH:90]1>>[c:2]1([C:39]#[C:38][CH2:37][CH2:36][C:35](=[O:40])[O:41][CH3:42])[cH:3][cH:4][c:5]([C:8]([c:9]2[cH:10][cH:11][c:12]([OH:15])[cH:13][cH:14]2)=[C:16]2[CH2:17][C:18]([CH3:24])([CH3:25])[CH2:19][C:20]([CH3:22])([CH3:23])[CH2:21]2)[cH:6][cH:7]1. The reactants are Cl.C(C)C1=NC2=CC=CC=C2C(=C1)OCC1=CC=C(C=C1)B(O)O (4-[(2-Ethylquinolin-4-yloxy)methyl]phenylboronic acid hydrochloride), C([O-])([O-])=O.[K+].[K+] (potassium carbonate), BrC1=C(C=CC=C1)C1=NN=NN1C1=CC=C(C=C1)[N+](=O)[O-] (5-(2-bromophenyl)-1-(4-nitrophenyl)-1H-tetrazole), BrC1=C(C=CC=C1)C1=NN=NN1C1=CC=C(C=C1)[N+](=O)[O-] (5-(2-bromophenyl)-1-(4-nitrophenyl)-1H-tetrazole), O (water). Reagents/catalysts: C=1C=CC(=CC1)[P](C=2C=CC=CC2)(C=3C=CC=CC3)[Pd]([P](C=4C=CC=CC4)(C=5C=CC=CC5)C=6C=CC=CC6)([P](C=7C=CC=CC7)(C=8C=CC=CC8)C=9C=CC=CC9)[P](C=1C=CC=CC1)(C=1C=CC=CC1)C=1C=CC=CC1 (tetrakis(triphenylphosphine)palladium). Run in CO (methanol), C1(=CC=CC=C1)C (toluene), C1(=CC=CC=C1)C (toluene). Reaction conditions: temperature 60 celsius. The product is C(C)C1=NC2=CC=CC=C2C(=C1)OCC1=CC=C(C=C1)C1=C(C=CC=C1)C1=NN=NN1C1=CC=C(C=C1)[N+](=O)[O-] (2-ethyl-4-[(2'-(1-(4-nitrophenyl)-1H-tetrazol-5-yl)biphenyl-4-yl)methoxy]quinoline). The yield is 65.0%. RXN SMILES: C(=O)([O-])[O-].[K+].[K+].Br[C:8]1[CH:13]=[CH:12][CH:11]=[CH:10][C:9]=1[C:14]1[N:18]([C:19]2[CH:24]=[CH:23][C:22]([N+:25]([O-:27])=[O:26])=[CH:21][CH:20]=2)[N:17]=[N:16][N:15]=1.O.Cl.[CH2:30]([C:32]1[CH:41]=[C:40]([O:42][CH2:43][C:44]2[CH:49]=[CH:48][C:47](B(O)O)=[CH:46][CH:45]=2)[C:39]2[C:34](=[CH:35][CH:36]=[CH:37][CH:38]=2)[N:33]=1)[CH3:31]>C1C=CC([P]([Pd]([P](C2C=CC=CC=2)(C2C=CC=CC=2)C2C=CC=CC=2)([P](C2C=CC=CC=2)(C2C=CC=CC=2)C2C=CC=CC=2)[P](C2C=CC=CC=2)(C2C=CC=CC=2)C2C=CC=CC=2)(C2C=CC=CC=2)C2C=CC=CC=2)=CC=1.C1(C)C=CC=CC=1.CO>[CH2:30]([C:32]1[CH:41]=[C:40]([O:42][CH2:43][C:44]2[CH:49]=[CH:48][C:47]([C:8]3[CH:13]=[CH:12][CH:11]=[CH:10][C:9]=3[C:14]3[N:18]([C:19]4[CH:24]=[CH:23][C:22]([N+:25]([O-:27])=[O:26])=[CH:21][CH:20]=4)[N:17]=[N:16][N:15]=3)=[CH:46][CH:45]=2)[C:39]2[C:34](=[CH:35][CH:36]=[CH:37][CH:38]=2)[N:33]=1)[CH3:31] |f:0.1.2,5.6,^1:56,58,77,96|. Procedure details: A mixture of potassium carbonate (5.8 g), 5-(2-bromophenyl)-1-(4-nitrophenyl)-1H-tetrazole (5.81 g) (Compound B), water (43 ml), toluene (43 ml), and methanol (43 ml) was heated to 60° C. to give a clear solution. 4-[(2-Ethylquinolin-4-yloxy)methyl]phenylboronic acid hydrochloride (4.3 g) and tetrakis(triphenylphosphine)palladium (0.032 g) were added and the reaction mixture heated at reflux for 4 hours. The mixture was allowed to cool and further toluene (50 ml) added. The organic phase was sep... Reactants: C(C1=CC=CC=C1)(=O)O (Benzoic acid), C1(=CC(=CC=C1)C)C (m-xylene), CCCCN1C=C[N+](=C1)C (bmim), M(NTf2)2, Co. The reagents and catalysts are [Zn] (Zn). The product is Zn bis-triflimide, CC1=C(C(=O)C2=CC=CC=C2)C=CC(=C1)C (2,4-dimethylbenzophenone). Reaction SMILES: [C:1]([OH:9])(=O)[C:2]1[CH:7]=[CH:6][CH:5]=[CH:4][CH:3]=1.[C:10]1([CH3:17])[CH:15]=[CH:14][CH:13]=[C:12]([CH3:16])[CH:11]=1.CCCCN1C=[N+](C)C=C1>[Zn]>[CH3:17][C:10]1[CH:11]=[C:12]([CH3:16])[CH:13]=[CH:14][C:15]=1[C:1]([C:2]1[CH:3]=[CH:4][CH:5]=[CH:6][CH:7]=1)=[O:9]. Reported procedure: Benzoic acid (0.31 g, 2.5 mmol), m-xylene (0.53 g, 5.0 mmol), [bmim] [NTf2] (0.50 g) and M(NTf2)2 (M=Co (0.14 g, 0.25 mmol), or Zn (0.15 g, 0.25 mmol) were placed in flasks equipped with stirrers and condensers. The contents of the flask were heated under reflux (ca 140-150° C.) for 2 days, then cooled to room temperature. The products were analysed by gas chromatographic analysis and found to give 93 and 87% conversions (for Co and Zn bis-triflimide reactions respectively) to 2,4-dimethylbenzop... Reactants: N=1N(N=C2C1C=CC=C2)C2=C(C(=CC(=C2)C(CC(C)(C)C)(C)C)CCl)O (2-(2H-Benzotriazol-2-yl)-6-chloromethyl-4-(1,1,3,3-tetramethyl-butyl)-phenol), C(CC(C)C)O (isoamyl alcohol), [H-].[Na+] (Sodium hydride). Reaction conditions: temperature 80 celsius, time 15 minute. Product: N=1N(N=C2C1C=CC=C2)C2=C(C(=CC(=C2)C(CC(C)(C)C)(C)C)COCCC(C)C)O (2-(2H-Benzotriazol-2-yl)-6-(3-methyl-butoxymethyl)-4-(1,1,3,3-tetramethyl-butyl)-phenol). The yield is 64.7%. RXN SMILES: [N:1]1[N:2]([C:10]2[CH:15]=[C:14]([C:16]([CH3:23])([CH3:22])[CH2:17][C:18]([CH3:21])([CH3:20])[CH3:19])[CH:13]=[C:12]([CH2:24]Cl)[C:11]=2[OH:26])[N:3]=[C:4]2[CH:9]=[CH:8][CH:7]=[CH:6][C:5]=12.[CH2:27]([OH:32])[CH2:28][CH:29]([CH3:31])[CH3:30].[H-].[Na+]>>[N:1]1[N:2]([C:10]2[CH:15]=[C:14]([C:16]([CH3:23])([CH3:22])[CH2:17][C:18]([CH3:21])([CH3:20])[CH3:19])[CH:13]=[C:12]([CH2:24][O:32][CH2:27][CH2:28][CH:29]([CH3:31])[CH3:30])[C:11]=2[OH:26])[N:3]=[C:4]2[CH:9]=[CH:8][CH:7]=[CH:6][C:5]=12 |f:2.3|. Reported procedure: 2-(2H-Benzotriazol-2-yl)-6-chloromethyl-4-(1,1,3,3-tetramethyl-butyl)-phenol (5.0 g, 13.5 mmol) is suspended in isoamyl alcohol (20.0 g, 227 mmol) and stirred at 80° C. for 15 minutes. Sodium hydride (0.2 g, 4.3 mmol, 60% in mineral oil) is added. The orange reaction mixture is stirred at 80° C. for 15 minutes and evaporated to dryness. The residue is dissolved in ethyl acetate and extracted with aqueous citric acid (5%) and brine. The organic layer is dried over sodium sulphate, filtered and ev... The reactants are C(C)(C)S(=O)(=O)CC(C(=O)OC)=O (methyl 3-(i-propylsulfonyl)-2-oxopropanoate), S1C=C(C=C1)C1=CC=C(N)C=C1 (4-thiophene-3-ylaniline), COC1=C(C=O)C=CC=C1 (2-methoxybenzaldehyde), C(C)(=O)O (acetic acid). The solvent is C1(=CC=CC=C1)C (toluene), CCOCC (ether). Yields the product C(C)(C)S(=O)(=O)C1=C(C(N(C1C1=C(C=CC=C1)OC)C1=CC=C(C=C1)C1=CSC=C1)=O)O (4-(i-propylsulfonyl)-3-hydroxy-1-(4-thiophene-3-ylphenyl)-5-(2-methoxyphenyl)-1,5-dihydropyrrole-2-one). Yield: 78.8%. Reaction SMILES: [CH:1]([S:4]([CH2:7][C:8](=[O:13])[C:9]([O:11]C)=O)(=[O:6])=[O:5])([CH3:3])[CH3:2].[S:14]1[CH:18]=[CH:17][C:16]([C:19]2[CH:25]=[CH:24][C:22]([NH2:23])=[CH:21][CH:20]=2)=[CH:15]1.[CH3:26][O:27][C:28]1[CH:35]=[CH:34][CH:33]=[CH:32][C:29]=1[CH:30]=O.C(O)(=O)C>CCOCC.C1(C)C=CC=CC=1>[CH:1]([S:4]([C:7]1[CH:30]([C:29]2[CH:32]=[CH:33][CH:34]=[CH:35][C:28]=2[O:27][CH3:26])[N:23]([C:22]2[CH:24]=[CH:25][C:19]([C:16]3[CH:17]=[CH:18][S:14][CH:15]=3)=[CH:20][CH:21]=2)[C:9](=[O:11])[C:8]=1[OH:13])(=[O:5])=[O:6])([CH3:2])[CH3:3]. Procedure: A mixture of methyl 3-(i-propylsulfonyl)-2-oxopropanoate (0.23 g, 1 mmol), 4-thiophene-3-ylaniline (0.18 g, 1 mmol), 2-methoxybenzaldehyde (0.14, 1 mmol), acetic acid (0.023 mL, 0.4 mmol) and toluene (3 mL) was heated at reflux overnight. After the reaction was completed, the reaction mixture was allowed to cool to room temperature. To the mixture was added ether and precipitated compound was collected by filtration. The resulting aimed compound was washed with ether/n-hexane solution to give 4-...